This data is from the Open Reaction Database (ORD), a public repository of structured organic reaction records. The task is: describe an organic reaction: reactants, conditions, products, and yield Reactants: [BH4-], CCOC(=O)CC1c2cc(C)c(C)cc2C(=O)N1c1cccnc1, CO, [Na+], O. Product: Cc1cc2c(cc1C)C(CCO)N(c1cccnc1)C2=O. Reaction SMILES: [BH4-:25].[CH3:1][c:2]1[cH:3][c:4]2[c:8]([cH:9][c:10]1[CH3:11])[C:7](=[O:12])[N:6]([c:13]1[cH:14][n:15][cH:16][cH:17][cH:18]1)[CH:5]2[CH2:19][C:20](=[O:21])[O:22][CH2:23][CH3:24].[CH3:28][OH:29].[Na+:26].[OH2:27]>>[CH3:1][c:2]1[cH:3][c:4]2[c:8]([cH:9][c:10]1[CH3:11])[C:7](=[O:12])[N:6]([c:13]1[cH:14][n:15][cH:16][cH:17][cH:18]1)[CH:5]2[CH2:19][CH2:20][OH:21]. The reactants are B(Cl)(Cl)Cl (boron trichloride), COCC=1C=C(C=C)C=C(C1)COC (3,5-bis(methoxymethyl)styrene), C(Cl)Cl (methylene chloride), B(Cl)(Cl)Cl (boron trichloride), [OH-].[Na+] (NaOH). Solvent: C(Cl)(Cl)(Cl)Cl (carbon tetrachloride), CO (methanol). Reaction conditions: temperature 0 celsius, time 12 hour. Yields the product ClCC=1C=C(C=C)C=C(C1)CCl (3,5-bis(chloromethyl)styrene). Isolated yield 54.0%. As a reaction SMILES: CO[CH2:3][C:4]1[CH:5]=[C:6]([CH:9]=[C:10](COC)[CH:11]=1)[CH:7]=[CH2:8].[CH2:15]([Cl:17])Cl.B(Cl)(Cl)[Cl:19].[OH-].[Na+]>C(Cl)(Cl)(Cl)Cl.CO>[Cl:19][CH2:3][C:4]1[CH:5]=[C:6]([CH:9]=[C:10]([CH2:15][Cl:17])[CH:11]=1)[CH:7]=[CH2:8] |f:3.4|. Reported procedure: Subsequently, 2.76 g (14.4 mmol) of 3,5-bis(methoxymethyl)styrene was dissolved in 30 ml of carbon tetrachloride in a reaction vessel of 200 ml, then 40 ml of methylene chloride solution containing 1.0 M boron trichloride was added dropwise at 0° C., and further agitated at 0° C. for 12 hours. After treating the excess boron trichloride by adding methanol to the reaction liquid, the resultant was poured into 150 ml of 5% NaOH solution (added with 100 g of ice). The organic layer was aliquoted an... The reactants are C(=O)C1=CC=C(C=N1)C1=CC=C(C(=O)NC)C=C1 (4-(6-formylpyridin-3-yl)-N-methylbenzamide), CO.C(Cl)Cl (MeOH DCM), C(C)[Mg]Br (ethyl magnesium bromide), C(C)OCC (diethyl ether). Run in C1CCOC1 (THF). Reaction conditions: time 3 hour. Product: OC(CC)C1=CC=C(C=N1)C1=CC=C(C(=O)NC)C=C1 (4-(6-(1-hydroxypropyl)pyridin-3-yl)-N-methylbenzamide). Yield: 45.0%. RXN SMILES: [CH:1]([C:3]1[N:8]=[CH:7][C:6]([C:9]2[CH:18]=[CH:17][C:12]([C:13]([NH:15][CH3:16])=[O:14])=[CH:11][CH:10]=2)=[CH:5][CH:4]=1)=[O:2].[CH2:19]([Mg]Br)[CH3:20].C(OCC)C.CO.C(Cl)Cl>C1COCC1>[OH:2][CH:1]([C:3]1[N:8]=[CH:7][C:6]([C:9]2[CH:18]=[CH:17][C:12]([C:13]([NH:15][CH3:16])=[O:14])=[CH:11][CH:10]=2)=[CH:5][CH:4]=1)[CH2:19][CH3:20] |f:3.4|. Procedure details: To a solution of 4-(6-formylpyridin-3-yl)-N-methylbenzamide (0.2 g, 0.8 mmol) in THF (15 mL) at −30° C. was slowly added 3.0 M ethyl magnesium bromide in diethyl ether (0.9 mL, 2.4 mmol) and the reaction mixture was stirred at rt for 3 h. After completion of the reaction as monitored with TLC (5% MeOH\DCM), the reaction mixture was quenched with sat'd. NH4Cl (50 mL) solution. The reaction mixture was extracted with EtOAc (3×50 mL), washed with water (2×50 mL), dried over Na2SO4 and concentrated ...